From a dataset of the Open Reaction Database (ORD), a public repository of structured organic reaction records. describe an organic reaction: reactants, conditions, products, and yield The reactants are N (ammonia), C(#N)CC(=O)NCC1=NC=CC=C1 (2-Cyano-N-(2-pyridylmethyl)acetamide), ice water, P(=O)(Cl)(Cl)Cl (phosphorus oxychloride). Solvent: C(Cl)(Cl)Cl (chloroform). Yields the product C=1N=C(N2C1C=CC=C2)CC#N (2-(Imidazo[1,5-a]pyridin-3-yl)acetonitrile). The yield is 35.9%. As a reaction SMILES: [C:1]([CH2:3][C:4]([NH:6][CH2:7][C:8]1[CH:13]=[CH:12][CH:11]=[CH:10][N:9]=1)=O)#[N:2].P(Cl)(Cl)(Cl)=O.N>C(Cl)(Cl)Cl>[CH:7]1[N:6]=[C:4]([CH2:3][C:1]#[N:2])[N:9]2[CH:10]=[CH:11][CH:12]=[CH:13][C:8]=12. Reported procedure: 2-Cyano-N-(2-pyridylmethyl)acetamide (15.51 g) was dissolved in chloroform (80 ml). To the solution was added phosphorus oxychloride (40 ml), which was refluxed for 4 hours. The reaction mixture was added to ice-water in limited amounts, to which was added a 25% aqueous ammonia (140 ml) to neutralize, which was then shaken. The aqueous layer was subjected to extraction with ethyl acetate (150 ml) twice. The organic layers were combined and dried over anhydrous magnesium sulfate, followed by conc... Starting materials: [S] (sulfur), [As]([S-])([O-])[O-].[Na+].[Na+].[Na+] (sodium thioarsenite), [S-2].[Na+].[Na+] (sodium sulfide), [Sb]([S-])([O-])[O-].[Na+].[Na+].[Na+] (sodium thioantimonite). Reagents/catalysts: [Au] (gold), [Hg] (mercury). Product: [Sb]([O-])([O-])([O-])=S.[Na+].[Na+].[Na+] (sodium thioantimonate), [As]([O-])([O-])([O-])=S.[Na+].[Na+].[Na+] (sodium thioarsenate). RXN SMILES: [S-2].[Na+:2].[Na+].[Sb:4]([O-:7])([O-:6])[S-:5].[Na+].[Na+].[Na+].[As:11]([O-:14])([O-:13])[S-:12].[Na+].[Na+].[Na+].[S]>[Hg].[Au]>[Sb:4](=[S:5])([O-:13])([O-:7])[O-:6].[Na+:2].[Na+:2].[Na+:2].[As:11](=[S:12])([O-:6])([O-:14])[O-:13].[Na+:2].[Na+:2].[Na+:2] |f:0.1.2,3.4.5.6,7.8.9.10,14.15.16.17,18.19.20.21,^3:17|. Reported procedure: The products in solution as a result of the sodium sulfide leach reaction include sodium thioantimonite and sodium thioarsenite, along with some mercury and gold. This solution is contacted with elemental sulfur at a temperature of about 80° C in order to produce sodium thioantimonate and sodium thioarsenate. The temperature of the solution is reduced to about 18° C, resulting in the crystallization of about 4.23 pounds per minute antimony and 1.52 pounds per minute arsenic, and trace amounts of... Reactants: ClC1=NC(=CC(=C1)C)Cl (2,6-Dichloro-4-methylpyridine), C(C)(C)N(C(C)C)CC (N,N-Diisopropylethylamine), C(C1=CC=CC=C1)N (benzylamine). The solvent is CN1CCCC1=O (NMP), O (water). Conditions: temperature 150 celsius. The product is C(C1=CC=CC=C1)NC1=NC(=CC(=C1)C)Cl (N-benzyl-6-chloro-4-methylpyridin-2-amine). RXN SMILES: Cl[C:2]1[CH:7]=[C:6]([CH3:8])[CH:5]=[C:4]([Cl:9])[N:3]=1.C(N(CC)C(C)C)(C)C.[CH2:19]([NH2:26])[C:20]1[CH:25]=[CH:24][CH:23]=[CH:22][CH:21]=1>CN1C(=O)CCC1.O>[CH2:19]([NH:26][C:2]1[CH:7]=[C:6]([CH3:8])[CH:5]=[C:4]([Cl:9])[N:3]=1)[C:20]1[CH:25]=[CH:24][CH:23]=[CH:22][CH:21]=1. Procedure: 2,6-Dichloro-4-methylpyridine (2.00 g, 12.3 mmol) was suspended in NMP (10 mL). N,N-Diisopropylethylamine (4.31 mL, 24.7 mmol) and benzylamine (1.42 mL, 13.0 mmol) were added, and the reaction mixture was heated to 150° C. in a microwave for 90 minutes. The reaction mixture was allowed to cool to room temperature, diluted with water, and extracted with diethyl ether (2×). The combined organics were dried over sodium sulfate, filtered, and concentrated under reduced pressure. The residue was puri... Starting materials: Br.ClCCC1=CC=C(C=C1)C=1N=C(SC1)N (4-(2-chloroethyl)phenyl-2-aminothiazole hydrobromide), N1=CC=CC2=CC=CC(=C12)N1CCNCC1 (N-(8-quinolyl)piperazine), C([O-])([O-])=O.[Na+].[Na+] (sodium carbonate), [I-].[Na+] (sodium iodide). Solvent: C(C)O (ethanol), C(C)(=O)OCC.O (ethyl acetate water). Yields the product N1=CC=CC2=CC=CC(=C12)N1CCN(CC1)CCC1=CC=C(C=C1)C=1N=C(SC1)N (4-(4-(2-(4-(8-Quinolyl)piperazinyl)ethyl)phenyl)-2-aminothiazole). RXN SMILES: Br.Cl[CH2:3][CH2:4][C:5]1[CH:10]=[CH:9][C:8]([C:11]2[N:12]=[C:13]([NH2:16])[S:14][CH:15]=2)=[CH:7][CH:6]=1.[N:17]1[C:26]2[C:21](=[CH:22][CH:23]=[CH:24][C:25]=2[N:27]2[CH2:32][CH2:31][NH:30][CH2:29][CH2:28]2)[CH:20]=[CH:19][CH:18]=1.C(=O)([O-])[O-].[Na+].[Na+].[I-].[Na+]>C(OCC)(=O)C.O.C(O)C>[N:17]1[C:26]2[C:21](=[CH:22][CH:23]=[CH:24][C:25]=2[N:27]2[CH2:28][CH2:29][N:30]([CH2:3][CH2:4][C:5]3[CH:10]=[CH:9][C:8]([C:11]4[N:12]=[C:13]([NH2:16])[S:14][CH:15]=4)=[CH:7][CH:6]=3)[CH2:31][CH2:32]2)[CH:20]=[CH:19][CH:18]=1 |f:0.1,3.4.5,6.7,8.9|. Procedure details: To a 35 ml round-bottomed flask equipped with condenser and N2 inlet were added 0.746 g (2.34 mmol) of 4-(4-(2-chloroethyl)phenyl-2-aminothiazole hydrobromide, 0.50 g (2.34 mmol) of N-(8-quinolyl)piperazine (prepared from 8-aminoquinoline by reaction with diethanolamine in hydrobromide at 200° C.), 0.621 g (5.86 mmol) of sodium carbonate, 50 mg of sodium iodide, and 10 ml of ethanol. The reaction was heated at reflux for 25 hours, cooled, and the reaction mixture taken up in ethyl acetate/water.... Starting materials: [OH-].[Li+] (Lithium hydroxide), BrC=1C=CC(=C(C(=O)OCC2=CC=C(C=C2)C#N)C1)OCC1=CC=C(C=C1)C#N ((4-cyanophenyl)methyl 5-bromo-2-{[(4-cyanophenyl)methyl]oxy}benzoate). Solvent: O (water), C1CCOC1 (THF). Conditions: temperature 20 celsius, time 16 hour. Product: BrC=1C=CC(=C(C(=O)O)C1)OCC1=CC=C(C=C1)C#N (5-Bromo-2-{[(4-cyanophenyl)methyl]oxy}benzoic acid). As a reaction SMILES: [OH-].[Li+].[Br:3][C:4]1[CH:5]=[CH:6][C:7]([O:22][CH2:23][C:24]2[CH:29]=[CH:28][C:27]([C:30]#[N:31])=[CH:26][CH:25]=2)=[C:8]([CH:21]=1)[C:9]([O:11]CC1C=CC(C#N)=CC=1)=[O:10]>O.C1COCC1>[Br:3][C:4]1[CH:5]=[CH:6][C:7]([O:22][CH2:23][C:24]2[CH:25]=[CH:26][C:27]([C:30]#[N:31])=[CH:28][CH:29]=2)=[C:8]([CH:21]=1)[C:9]([OH:11])=[O:10] |f:0.1|. Reported procedure: Lithium hydroxide (281 mg, 6.71 mmol) in water (20 ml) was added dropwise to a stirred solution of (4-cyanophenyl)methyl 5-bromo-2-{[(4-cyanophenyl)methyl]oxy}benzoate (may be prepared as described in Description 23; 300 mg, 0.67 mmol) in THF (20 ml) over 5 min. The reaction mixture was stirred at 20° C. for 16 h. The organic phase was evaporated and the aqueous phase (20 ml) was extracted with ethyl acetate (20 ml). The aqueous phase (20 ml) was adjusted to pH 2 with 2M hydrochloric acid (1 ml)...